From a dataset of the Open Reaction Database (ORD), a public repository of structured organic reaction records. describe an organic reaction: reactants, conditions, products, and yield Reactants: O.[OH-].[Li+] (lithium hydroxide hydrate), C(C)(C)(C)OC(=O)N1C(O[C@H]([C@@H]1C1=CC=C(C=C1)C)C(=O)OCC)(C)C (ethyl (4S,5R)-3-tert-butoxycarbonyl-2,2-dimethyl-4-(4-methylphenyl)-5-oxazolidinecarboxylate). The solvent is O (water), C(C)O (ethanol), O (water). Reaction conditions: temperature 25 celsius, time 20 minute. Yields the product C(C)(C)(C)OC(=O)N1C(O[C@H]([C@@H]1C1=CC=C(C=C1)C)C(=O)O)(C)C ((4S,5R)-3-tert-butoxycarbonyl-2,2-dimethyl-4-(4-methylphenyl)-5-oxazolidinecarboxylic acid). The yield is 86.3%. Reaction SMILES: O.[OH-].[Li+].[C:4]([O:8][C:9]([N:11]1[C@@H:15]([C:16]2[CH:21]=[CH:20][C:19]([CH3:22])=[CH:18][CH:17]=2)[C@H:14]([C:23]([O:25]CC)=[O:24])[O:13][C:12]1([CH3:29])[CH3:28])=[O:10])([CH3:7])([CH3:6])[CH3:5]>O.C(O)C>[C:4]([O:8][C:9]([N:11]1[C@@H:15]([C:16]2[CH:17]=[CH:18][C:19]([CH3:22])=[CH:20][CH:21]=2)[C@H:14]([C:23]([OH:25])=[O:24])[O:13][C:12]1([CH3:29])[CH3:28])=[O:10])([CH3:7])([CH3:5])[CH3:6] |f:0.1.2|. Reported procedure: A solution of 0.19 g of lithium hydroxide hydrate in 3 cm3 of distilled water is added at a temperature in the region of 25° C. to a solution of 0.54 g of ethyl (4S,5R)-3-tert-butoxycarbonyl-2,2-dimethyl-4-(4-methylphenyl)-5-oxazolidinecarboxylate in 10 cm3 of ethanol. The reaction medium is stirred for 20 minutes at a temperature in the region of 25° C. and then concentrated to dryness under reduced pressure (2.7 kPa) at a temperature in the region of 40° C. The residue obtained is dissolved in...